This data is from the Open Reaction Database (ORD), a public repository of structured organic reaction records. The task is: describe an organic reaction: reactants, conditions, products, and yield Reactants: CC(=O)Oc1c(C(C)(C)C)cc2c(c1C(C)(C)C)CC(C)(CNC(N)=S)O2, CC(C)C[Al+]CC(C)C, Cc1ccccc1, [Cl-], Cl, [H-], [NH4+]. The product is CC1(CNC(N)=S)Cc2c(cc(C(C)(C)C)c(O)c2C(C)(C)C)O1. Reaction SMILES: [C:1](=[O:2])([CH3:3])[O:4][c:5]1[c:6]([C:24]([CH3:25])([CH3:26])[CH3:27])[cH:7][c:8]2[c:9]([c:19]1[C:20]([CH3:21])([CH3:22])[CH3:23])[CH2:10][C:11]([CH3:13])([CH2:14][NH:15][C:16](=[S:17])[NH2:18])[O:12]2.[CH2:29]([Al+:30][CH2:31][CH:32]([CH3:33])[CH3:34])[CH:35]([CH3:36])[CH3:37].[CH3:41][c:42]1[cH:43][cH:44][cH:45][cH:46][cH:47]1.[Cl-:38].[ClH:40].[H-:28].[NH4+:39]>>[OH:4][c:5]1[c:6]([C:24]([CH3:25])([CH3:26])[CH3:27])[cH:7][c:8]2[c:9]([c:19]1[C:20]([CH3:21])([CH3:22])[CH3:23])[CH2:10][C:11]([CH3:13])([CH2:14][NH:15][C:16](=[S:17])[NH2:18])[O:12]2. Reactants: C1CCOC1, Cc1onc(-c2ccccc2)c1CO, [Cl-], Cc1cccc(F)n1, [H-], [Na+], [Na+]. Yields the product Cc1cccc(OCc2c(-c3ccccc3)noc2C)n1. Reaction SMILES: [CH2:27]1[O:28][CH2:29][CH2:30][CH2:31]1.[CH3:3][c:4]1[c:5]([CH2:15][OH:16])[c:6](-[c:9]2[cH:10][cH:11][cH:12][cH:13][cH:14]2)[n:7][o:8]1.[Cl-:26].[F:17][c:18]1[n:19][c:20]([CH3:24])[cH:21][cH:22][cH:23]1.[H-:1].[Na+:25].[Na+:2]>>[CH3:3][c:4]1[c:5]([CH2:15][O:16][c:18]2[n:19][c:20]([CH3:24])[cH:21][cH:22][cH:23]2)[c:6](-[c:9]2[cH:10][cH:11][cH:12][cH:13][cH:14]2)[n:7][o:8]1. Starting materials: ClC1=CC=C(C=C1)C1=NOC2=C1CCC(C2)C(=O)O (3-(4-chlorophenyl)-4,5,6,7-tetrahydro-1,2-benzisoxazole-6-carboxylic acid), C(C)(C)[N-]C(C)C.[Li+] (lithium diisopropylamide), solution, C(CCC)[Li] (n-butyllithium), C(C)(C)NC(C)C (diisopropylamine), Cl (hydrochloric acid), C(C)(C)I (isopropyl iodide). Run in O1CCCC1 (tetrahydrofuran), CCCCCC (hexane), O1CCCC1 (tetrahydrofuran), O (water), O1CCCC1 (tetrahydrofuran). Conditions: temperature 5 celsius, time 1 hour. Yields the product ClC1=CC=C(C=C1)C1=NOC2=C1CC[C@H]([C@@H]2C(C)C)C(=O)O (trans-3-(4-chlorophenyl)-4,5,6,7-tetrahydro-7-isopropyl-1,2-benzisoxazole-6- -carboxylic acid). Reaction SMILES: [Cl:1][C:2]1[CH:7]=[CH:6][C:5]([C:8]2[C:12]3[CH2:13][CH2:14][CH:15]([C:17]([OH:19])=[O:18])[CH2:16][C:11]=3[O:10][N:9]=2)=[CH:4][CH:3]=1.[CH:20]([N-]C(C)C)([CH3:22])[CH3:21].[Li+].C([Li])CCC.C(NC(C)C)(C)C.C(I)(C)C.Cl>O1CCCC1.CCCCCC.O>[Cl:1][C:2]1[CH:3]=[CH:4][C:5]([C:8]2[C:12]3[CH2:13][CH2:14][C@@H:15]([C:17]([OH:19])=[O:18])[C@H:16]([CH:20]([CH3:22])[CH3:21])[C:11]=3[O:10][N:9]=2)=[CH:6][CH:7]=1 |f:1.2|. Procedure details: A solution of 0.865 g (0.0031 mol) of 3-(4-chlorophenyl)-4,5,6,7-tetrahydro-1,2-benzisoxazole-6-carboxylic acid in 20 ml of dry tetrahydrofuran was added slowly at -70° C. to a solution of lithium diisopropylamide prepared by adding 2.65 ml of a 2.5M solution of n-butyllithium in hexane to 0.66 g (0.0065 mol) of diisopropylamine in 20 ml of dry tetrahydrofuran at -70° C. After 0.25 hour a deep red solution had formed. 0.53 g (0.0031 mol) of isopropyl iodide in 5 ml of dry tetrahydrofuran was add... Reactants: OCCCCCCCBr, CC(C)=O. Product: O=C(O)CCCCCCBr. RXN SMILES: [Br:1][CH2:2][CH2:3][CH2:4][CH2:5][CH2:6][CH2:7][CH2:8][OH:9].[CH3:10][C:11]([CH3:12])=[O:13]>>[Br:1][CH2:2][CH2:3][CH2:4][CH2:5][CH2:6][CH2:7][C:8](=[O:9])[OH:13]. Starting materials: CCOC(=O)CCCn1cc(C(=O)c2ccc(OC(C(=O)OCc3ccccc3)c3ccc(CC(C)C)cc3)cc2)c2ccccc21, C1COCCO1, CCO. As a reaction SMILES: [CH2:1]([c:2]1[cH:3][cH:4][cH:5][cH:6][cH:7]1)[O:8][C:9](=[O:10])[CH:11]([O:12][c:13]1[cH:14][cH:15][c:16]([C:17](=[O:18])[c:19]2[cH:20][n:21]([CH2:28][CH2:29][CH2:30][C:31](=[O:32])[O:33][CH2:34][CH3:35])[c:22]3[cH:23][cH:24][cH:25][cH:26][c:27]23)[cH:36][cH:37]1)[c:38]1[cH:39][cH:40][c:41]([CH2:44][CH:45]([CH3:46])[CH3:47])[cH:42][cH:43]1.[CH2:48]1[O:49][CH2:50][CH2:51][O:52][CH2:53]1.[CH3:54][CH2:55][OH:56]>>[O:8]=[C:9]([OH:10])[CH:11]([O:12][c:13]1[cH:14][cH:15][c:16]([C:17](=[O:18])[c:19]2[cH:20][n:21]([CH2:28][CH2:29][CH2:30][C:31](=[O:32])[O:33][CH2:34][CH3:35])[c:22]3[cH:23][cH:24][cH:25][cH:26][c:27]23)[cH:36][cH:37]1)[c:38]1[cH:39][cH:40][c:41]([CH2:44][CH:45]([CH3:46])[CH3:47])[cH:42][cH:43]1. The product is CCOC(=O)CCCn1cc(C(=O)c2ccc(OC(C(=O)O)c3ccc(CC(C)C)cc3)cc2)c2ccccc21. The reactants are BrC=1C=C(C=C(C1)F)O (3-bromo-5-fluorophenol), BrCC1CCCCC1 ((bromomethyl)cyclohexane). The product is BrC1=CC(=CC(=C1)F)OCC1CCCCC1 (1-bromo-3-(cyclohexylmethoxy)-5-fluorobenzene). Reaction SMILES: [Br:1][C:2]1[CH:3]=[C:4]([OH:9])[CH:5]=[C:6]([F:8])[CH:7]=1.Br[CH2:11][CH:12]1[CH2:17][CH2:16][CH2:15][CH2:14][CH2:13]1>>[Br:1][C:2]1[CH:7]=[C:6]([F:8])[CH:5]=[C:4]([O:9][CH2:11][CH:12]2[CH2:17][CH2:16][CH2:15][CH2:14][CH2:13]2)[CH:3]=1. Procedure: Alkylation of 3-bromo-5-fluorophenol using (bromomethyl)cyclohexane following the method used in Example 1 gave 1-bromo-3-(cyclohexylmethoxy)-5-fluorobenzene. Yield (1.1 g, 73%): 1H NMR (400 MHz, CDCl3) δ 6.79-6.83 (m, 2H), 6.52 (dt, J=10.4, 2.0 Hz, 1H), 3.70 (d, J=6.0 Hz, 2H), 1.65-1.86 (m, 6H), 1.16-1.34 (m, 3H), 0.97-1.08 (m, 2H). The reactants are CC1=CC(=CC(=N1)C1=CC(=NC=C1)C1=CC(=CC=C1)[N+](=O)[O-])C1=CC=C(C=C1)C(F)(F)F (6-methyl-2′-(3-nitro-phenyl)-4-(4-trifluoromethyl-phenyl)-[2,4′]bipyridinyl), [H][H] (hydrogen). The reagents and catalysts are [Pd] (palladium on carbon). Solvent: C1CCOC1.CO (THF MeOH). Yields the product CC1=CC(=CC(=N1)C1=CC(=NC=C1)C=1C=C(C=CC1)N)C1=CC=C(C=C1)C(F)(F)F (3-[6-Methyl-4-(4-trifluoromethyl-phenyl)-[2,4′]bipyridinyl-2′-yl]-phenylamine). Yield: 97.7%. RXN SMILES: [CH3:1][C:2]1[N:7]=[C:6]([C:8]2[CH:13]=[CH:12][N:11]=[C:10]([C:14]3[CH:19]=[CH:18][CH:17]=[C:16]([N+:20]([O-])=O)[CH:15]=3)[CH:9]=2)[CH:5]=[C:4]([C:23]2[CH:28]=[CH:27][C:26]([C:29]([F:32])([F:31])[F:30])=[CH:25][CH:24]=2)[CH:3]=1.[H][H]>C1COCC1.CO.[Pd]>[CH3:1][C:2]1[N:7]=[C:6]([C:8]2[CH:13]=[CH:12][N:11]=[C:10]([C:14]3[CH:15]=[C:16]([NH2:20])[CH:17]=[CH:18][CH:19]=3)[CH:9]=2)[CH:5]=[C:4]([C:23]2[CH:28]=[CH:27][C:26]([C:29]([F:31])([F:30])[F:32])=[CH:25][CH:24]=2)[CH:3]=1 |f:2.3|. Procedure: A mixture of 6-methyl-2′-(3-nitro-phenyl)-4-(4-trifluoromethyl-phenyl)-[2,4′]bipyridinyl (example 306) (6.6 g, 15.15 mmol) in THF-MeOH 1:1 (300 mL) and 10% palladium on carbon (10 mol %) was hydrogenated (1 bar hydrogen) at 23° C. for 2 h. The catalyst was filtered off, washed with MeOH and the filtrate was completely evaporated totally to leave a crude product, which was triturated with diethyl ether and dried in HV to give the title compound as a light brown solid (6.0 g, 97%). MS (ISP) 406.3 ...